describe an organic reaction: reactants, conditions, products, and yield From a dataset of the Open Reaction Database (ORD), a public repository of structured organic reaction records. Starting materials: C(C)OC(C(=CN(C)C)C(=O)C=1OC=CC1)=O (3-dimethylamino-2-(furan-2-carbonyl)-acrylic acid ethyl ester), [N+](=O)(O)[O-].NC(=N)N (guanidine nitrate), C(C)(=O)[O-].[Na+] (sodium acetate). Solvent: CN(C)C=O (DMF). Conditions: temperature 90 celsius. Product: C(C)OC(=O)C=1C(=NC(=NC1)N)C=1OC=CC1 (2-amino-4-furan-2-yl-pyrimidine-5-carboxylic acid ethyl ester). Isolated yield 27.8%. As a reaction SMILES: [CH2:1]([O:3][C:4](=[O:17])[C:5]([C:10]([C:12]1[O:13][CH:14]=[CH:15][CH:16]=1)=O)=[CH:6]N(C)C)[CH3:2].[N+]([O-])(O)=O.[NH2:22][C:23]([NH2:25])=[NH:24].C([O-])(=O)C.[Na+]>CN(C=O)C>[CH2:1]([O:3][C:4]([C:5]1[C:10]([C:12]2[O:13][CH:14]=[CH:15][CH:16]=2)=[N:24][C:23]([NH2:25])=[N:22][CH:6]=1)=[O:17])[CH3:2] |f:1.2,3.4|. Procedure: Following the method of Sansebastiano et al. (Il Farmaco 1993, 48, 335), to a stirred solution of 2.44 g (10.3 mmol) 3-dimethylamino-2-(furan-2-carbonyl)-acrylic acid ethyl ester and 2.26 g (18.5 mmol) guanidine nitrate in 20 ml DMF was added 1.51 g (18.5 mmol) sodium acetate and the mixture heated at 90° C. for 36 h. The reaction mixture was then partitioned between ether and water. The phases were separated and the aqueous phase extracted twice more with ethyl acetate. The combined organic pha... The reactants are COC(=O)c1cn(CCN2C(=O)C3(CC3c3ccc(Cl)cc3)c3ccccc32)cn1, COC(=O)c1cn(CCN2C(=O)C3(CC3c3ccc(Cl)cc3)c3ccccc32)cn1, CO, [Li+], [OH-], O, O. Yields the product O=C(O)c1cn(CCN2C(=O)C3(CC3c3ccc(Cl)cc3)c3ccccc32)cn1. As a reaction SMILES: [CH3:1][O:2][C:3](=[O:4])[c:5]1[n:6][cH:7][n:8]([CH2:10][CH2:11][N:12]2[C:13](=[O:30])[C:14]3([CH:15]([c:17]4[cH:18][cH:19][c:20]([Cl:23])[cH:21][cH:22]4)[CH2:16]3)[c:24]3[cH:25][cH:26][cH:27][cH:28][c:29]32)[cH:9]1.[CH3:31][O:32][C:33]([c:34]1[n:35][cH:36][n:37]([CH2:38][CH2:39][N:40]2[c:41]3[c:42]([cH:43][cH:44][cH:45][cH:46]3)[C:47]3([CH2:48][CH:49]3[c:50]3[cH:51][cH:52][c:53]([Cl:54])[cH:55][cH:56]3)[C:57]2=[O:58])[cH:59]1)=[O:60].[CH3:64][OH:65].[Li+:62].[OH-:61].[OH2:63].[OH2:66]>>[O:2]=[C:3]([OH:4])[c:5]1[n:6][cH:7][n:8]([CH2:10][CH2:11][N:12]2[C:13](=[O:30])[C:14]3([CH:15]([c:17]4[cH:18][cH:19][c:20]([Cl:23])[cH:21][cH:22]4)[CH2:16]3)[c:24]3[cH:25][cH:26][cH:27][cH:28][c:29]32)[cH:9]1. Starting materials: C(#N)C=1C=C(C(=O)O)C=CC1 (3-cyanobenzoic acid). The reagents and catalysts are [Pd] (palladium on charcoal). The solvent is CO (methanol). The product is NCC=1C=C(C(=O)O)C=CC1 (3-aminomethylbenzoic acid). RXN SMILES: [C:1]([C:3]1[CH:4]=[C:5]([CH:9]=[CH:10][CH:11]=1)[C:6]([OH:8])=[O:7])#[N:2]>[Pd].CO>[NH2:2][CH2:1][C:3]1[CH:4]=[C:5]([CH:9]=[CH:10][CH:11]=1)[C:6]([OH:8])=[O:7]. Procedure details: Commercially available 3-cyanobenzoic acid was hydrogenated in the presence of palladium on charcoal in methanol to yield 3-aminomethylbenzoic acid. This was reacted with Boc-ON to obtain Boc-aminomethylbenzoic acid and incorporated into the peptide by solid phase peptide synthesis methodology as described in Example 1 and isolated according to the procedures described in Example 2.